Dataset: the Open Reaction Database (ORD), a public repository of structured organic reaction records. Task: describe an organic reaction: reactants, conditions, products, and yield Reactants: CC1CC(CC(C1C(=O)OCC)=O)=O (ethyl 6-methyl-2,4-dioxocyclohexane-1-carboxylate), CC1CC(CC(C1C(=O)OCC)=O)=O (Ethyl 6-methyl-2, 4-dioxocyclohexane caboxylate), BrC=1C=CC(=C(C1)S)N (5-bromo-2-aminobenzenethiol). Run in CS(=O)C (DMSO). Yields the product BrC=1C=C2SC=3C(C(C(CC3NC2=CC1)C)C(=O)OCC)=O (7-Bromo-3-carbethoxy-2-methyl-2,3-dihydro-1H-phenothiazin-4[10H]-one). As a reaction SMILES: [CH3:1][CH:2]1[CH:7]([C:8]([O:10][CH2:11][CH3:12])=[O:9])[C:6](=[O:13])[CH2:5][C:4](=O)[CH2:3]1.[Br:15][C:16]1[CH:17]=[CH:18][C:19]([NH2:23])=[C:20]([SH:22])[CH:21]=1>CS(C)=O>[Br:15][C:16]1[CH:21]=[C:20]2[C:19](=[CH:18][CH:17]=1)[NH:23][C:4]1[CH2:3][CH:2]([CH3:1])[CH:7]([C:8]([O:10][CH2:11][CH3:12])=[O:9])[C:6](=[O:13])[C:5]=1[S:22]2. Procedure details: A mixture of ethyl 6-methyl-2,4-dioxocyclohexane-1-carboxylate, 7b (5.94 g, 30 mmole) and 5-bromo-2-aminobenzenethiol, 6 (X=Br, 5.8 g, 30 mmole) in DMSO (10 mL) is placed in a preheated heating mantle. The reaction mixture is stirred and refluxed for 0.5 h. Upon cooling, the reaction mixture forms a solid. The crystals are filtered and the remaining mother liquid is poured into cold water, whereupon further precipitation occurs. Each precipitate is separetely recrystallized twice from MeOH and p... The reactants are CS(=O)(=O)C1=CC=CC=C1 (methylsulfonylbenzene), C(CCC)[Li] (butyl lithium), CN(CCN(C)C)C (Tetramethylethylenediamine), ClCC1(COC1)CCl (3,3-bis(chloromethyl)oxetane). Run in C1CCOC1 (THF), O (Water), C1CCOC1 (THF). Run at temperature -20 celsius, time 1 hour. Product: C1(=CC=CC=C1)S(=O)(=O)C1CC2(COC2)C1 (6-(phenylsulfonyl)-2-oxaspiro[3.3]heptane), solid. Reaction SMILES: [CH3:1][S:2]([C:5]1[CH:10]=[CH:9][CH:8]=[CH:7][CH:6]=1)(=[O:4])=[O:3].C([Li])CCC.CN(C)CCN(C)C.Cl[CH2:25][C:26]1([CH2:30]Cl)[CH2:29][O:28][CH2:27]1>C1COCC1.O>[C:5]1([S:2]([CH:1]2[CH2:30][C:26]3([CH2:29][O:28][CH2:27]3)[CH2:25]2)(=[O:4])=[O:3])[CH:10]=[CH:9][CH:8]=[CH:7][CH:6]=1. Procedure details: To a solution of methylsulfonylbenzene (2.00 g; 12.8 mmol) in dry THF (40 mL) under nitrogen at 0° C. was added butyl lithium (25.6 mmol; 2.5M solution on hexane). The mixture was stirred for 1 hour and then cooled to −20° C. Tetramethylethylenediamine (1.93 mL; 12.8 mmol) was added followed by a solution of 3,3-bis(chloromethyl)oxetane (1.98 g; 12.8 mmol) in dry THF (10 mL). The mixture was allowed to warm to 0° C. and then slowly allowed to reach 15° C. over 12 hours. Water (100 mL) was added ... Reactants: C1(CCCC1)OC=1C=C(C=CC1OC)C1=CC(CC1)O (3-(3-Cyclopentyloxy-4-methoxyphenyl)-cyclopent-2-en-1-ol), [OH-].[K+] (potassium hydroxide), IC (iodomethane). Solvent: O (water). Reaction conditions: time 3 hour. Product: C1(CCCC1)OC=1C=C(C=CC1OC)C1=CC(CC1)OC (3-(3-Cyclopentyloxy-4-methoxyphenyl)-1-methoxycyclopent-2-ene). Yield: 75.7%. Reaction SMILES: [CH:1]1([O:6][C:7]2[CH:8]=[C:9]([C:15]3[CH2:19][CH2:18][CH:17]([OH:20])[CH:16]=3)[CH:10]=[CH:11][C:12]=2[O:13][CH3:14])[CH2:5][CH2:4][CH2:3][CH2:2]1.[OH-].[K+].I[CH3:24]>O>[CH:1]1([O:6][C:7]2[CH:8]=[C:9]([C:15]3[CH2:19][CH2:18][CH:17]([O:20][CH3:24])[CH:16]=3)[CH:10]=[CH:11][C:12]=2[O:13][CH3:14])[CH2:2][CH2:3][CH2:4][CH2:5]1 |f:1.2|. Reported procedure: 3-(3-Cyclopentyloxy-4-methoxyphenyl)-cyclopent-2-en-1-ol (150 mg, 0.55 mmol) (E10) was added to a suspension of powdered potassium hydroxide (89%, 138 mg, 2.2 mmol) under an argon atmosphere and then iodomethane (35μl, 0.56 mmol ) was added. The resulting mixture was stirred at room temperature for 3 hr, poured into water and extracted with ether. The ether extracts were washed three times with water, dried (sodium sulfate) and concentrated under reduced pressure. Purification by flash chromatog...